The task is: describe an organic reaction: reactants, conditions, products, and yield. This data is from the Open Reaction Database (ORD), a public repository of structured organic reaction records. Reactants: OC1=NC=CC=C1[N+](=O)[O-] (2-hydroxy-3-nitropyridine), S(=O)(Cl)Cl (thionyl chloride), ClC1=CC=C(CN)C=C1 (4-chlorobenzylamine), CN(C=O)C (dimethylformamide). Solvent: C1(=CC=CC=C1)C (toluene). Reaction conditions: temperature 85 celsius, time 4 hour. Yields the product ClC1=CC=C(CNC2=NC=CC=C2[N+](=O)[O-])C=C1 (2-(4Chlorobenzyl)amino-3-nitropyridine). As a reaction SMILES: O[C:2]1[C:7]([N+:8]([O-:10])=[O:9])=[CH:6][CH:5]=[CH:4][N:3]=1.S(Cl)(Cl)=O.CN(C)C=O.[Cl:20][C:21]1[CH:28]=[CH:27][C:24]([CH2:25][NH2:26])=[CH:23][CH:22]=1>C1(C)C=CC=CC=1>[Cl:20][C:21]1[CH:28]=[CH:27][C:24]([CH2:25][NH:26][C:2]2[C:7]([N+:8]([O-:10])=[O:9])=[CH:6][CH:5]=[CH:4][N:3]=2)=[CH:23][CH:22]=1. Reported procedure: A mixture of 10.3 g of 2-hydroxy-3-nitropyridine and 25.5 ml of thionyl chloride was heated under reflux for 2.5 hours, after which 1.1 ml of dimethylformamide were rapidly added to the mixture, which was then heated under reflux for 2.5 hours. At the end of this time, the reaction mixture was freed from the solvent by evaporation under reduced pressure. 80 ml of toluene and 19.1 g of sodium carbonate were added to the residue thus obtained, and then a solution of 12.3 ml of 4-chlorobenzylamine ...